This data is from the Open Reaction Database (ORD), a public repository of structured organic reaction records. The task is: describe an organic reaction: reactants, conditions, products, and yield Reactants: C(N)(OC(C)(C)C)=O (tert-butyl carbamate), N(=C=S)CC (isothiocyanatoethane), [H-].[Na+] (sodium hydride). Run in CN(C)C=O (DMF), CN(C)C=O (DMF). Reaction conditions: time 1 hour. The product is C(C)NC(=S)NC(OC(C)(C)C)=O (tert-Butyl (ethylcarbamothioyl)carbamate). The yield is 68.8%. Reaction SMILES: [C:1](=[O:8])([O:3][C:4]([CH3:7])([CH3:6])[CH3:5])[NH2:2].[N:9]([CH2:12][CH3:13])=[C:10]=[S:11].[H-].[Na+]>CN(C=O)C>[CH2:12]([NH:9][C:10]([NH:2][C:1](=[O:8])[O:3][C:4]([CH3:7])([CH3:6])[CH3:5])=[S:11])[CH3:13] |f:2.3|. Procedure details: A solution of tert-butyl carbamate (5.0 g, 42.7 mmol) and isothiocyanatoethane (3.7 mL, 42.7 mmol) in dry DMF (30 mL) was added slowly to a stirred solution of sodium hydride (60% suspension, 1.9 g, 47 mmol) in dry DMF (15 mL) under nitrogen, such that the internal temperature was maintained <5° C. After complete addition the reaction was stirred in an ice bath for 1 h. The cooling bath was removed and the reaction was stirred at RT overnight, and then poured on to ice (25 g) and diluted with wa... Reactants: CC(C)(C)OC(=O)NC1CCN(CCOS(C)(=O)=O)CC1, COc1ccc2ccc(=O)n(CCN3CCC(NC(=O)OC(C)(C)C)CC3)c2c1, CO, ClCCl, [H-], [Na+], COC(=O)c1ccc2c(c1)NC(=O)CO2. Product: COC(=O)c1ccc2c(c1)N(CCN1CCC(NC(=O)OC(C)(C)C)CC1)C(=O)CO2. Reaction SMILES: [CH3:18][S:19]([O:20][CH2:23][CH2:24][N:25]1[CH2:26][CH2:27][CH:28]([NH:31][C:32](=[O:33])[O:34][C:35]([CH3:36])([CH3:37])[CH3:38])[CH2:29][CH2:30]1)(=[O:21])=[O:22].[CH3:39][O:40][c:41]1[cH:42][c:43]2[c:44]([cH:45][cH:46][c:47](=[O:48])[n:49]2[CH2:50][CH2:51][N:52]2[CH2:53][CH2:54][CH:55]([NH:56][C:57](=[O:58])[O:59][C:60]([CH3:61])([CH3:62])[CH3:63])[CH2:64][CH2:65]2)[cH:66][cH:67]1.[CH3:68][OH:69].[Cl:70][CH2:71][Cl:72].[H-:16].[Na+:17].[O:1]=[C:2]1[CH2:3][O:4][c:5]2[c:6]([cH:8][c:9]([C:12](=[O:13])[O:14][CH3:15])[cH:10][cH:11]2)[NH:7]1>>[O:1]=[C:2]1[CH2:3][O:4][c:5]2[c:6]([cH:8][c:9]([C:12](=[O:13])[O:14][CH3:15])[cH:10][cH:11]2)[N:7]1[CH2:23][CH2:24][N:25]1[CH2:26][CH2:27][CH:28]([NH:31][C:32](=[O:33])[O:34][C:35]([CH3:36])([CH3:37])[CH3:38])[CH2:29][CH2:30]1. Starting materials: CO, Cc1nn2c(-c3ccc(Cl)cc3Cl)c(C)oc2c1C=O, ClCCl, [K+], [K+], O=C([O-])[O-], O=C(OO)c1cccc(Cl)c1. The product is Cc1nn2c(-c3ccc(Cl)cc3Cl)c(C)oc2c1O. As a reaction SMILES: [CH3:38][OH:39].[Cl:1][c:2]1[c:3](-[c:9]2[n:10]3[c:11]([o:12][c:13]2[CH3:14])[c:15]([CH:19]=[O:20])[c:16]([CH3:18])[n:17]3)[cH:4][cH:5][c:6]([Cl:8])[cH:7]1.[Cl:40][CH2:41][Cl:42].[K+:32].[K+:33].[O-:34][C:35]([O-:36])=[O:37].[OH:21][O:22][C:23]([c:24]1[cH:25][c:26]([Cl:27])[cH:28][cH:29][cH:30]1)=[O:31]>>[Cl:1][c:2]1[c:3](-[c:9]2[n:10]3[c:11]([o:12][c:13]2[CH3:14])[c:15]([OH:21])[c:16]([CH3:18])[n:17]3)[cH:4][cH:5][c:6]([Cl:8])[cH:7]1. RXN SMILES: [N:1]1[C:10]2[C:5](=[CH:6][C:7]([CH2:11][C:12]3[N:16]4[N:17]=[C:18]([C:21](=O)[CH3:22])[CH:19]=[CH:20][C:15]4=[N:14][N:13]=3)=[CH:8][CH:9]=2)[CH:4]=[CH:3][CH:2]=1.Cl.[NH2:25][O:26][CH:27]([CH3:30])[CH2:28][OH:29]>CO>[OH:29][CH2:28][CH:27]([O:26]/[N:25]=[C:21](/[C:18]1[CH:19]=[CH:20][C:15]2[N:16]([C:12]([CH2:11][C:7]3[CH:6]=[C:5]4[C:10](=[CH:9][CH:8]=3)[N:1]=[CH:2][CH:3]=[CH:4]4)=[N:13][N:14]=2)[N:17]=1)\[CH3:22])[CH3:30] |f:1.2|. Starting materials: N1=CC=CC2=CC(=CC=C12)CC1=NN=C2N1N=C(C=C2)C(C)=O (1-(3-(Quinolin-6-ylmethyl)-[1,2,4]triazolo[4,3-b]pyridazin-6-yl)ethanone), Cl.NOC(CO)C (2-(aminooxy)propan-1-ol hydrochloride), Cl.NOC(CO)C (2-(aminooxy)propan-1-ol hydrochloride). Yields the product OCC(C)O\N=C(/C)\C=1C=CC=2N(N1)C(=NN2)CC=2C=C1C=CC=NC1=CC2 ((E)-1-(3-(Quinolin-6-ylmethyl)-[1,2,4]triazolo[4,3-b]pyridazin-6-yl)ethanone O-1-hydroxypropan-2-yl oxime). Solvent: CO (MeOH). The yield is 44.3%. Procedure: A solution of 1-(3-(quinolin-6-ylmethyl)-[1,2,4]triazolo[4,3-b]pyridazin-6-yl)ethanone (41.2) (40 mg, 0.132 mmol) and 2-(aminooxy)propan-1-ol (intermediate Q) (33.6 mg, 0.264 mmol) in 15 mL of MeOH was stirred at it overnight. Solvent was evaporated and the crude was purified by HPLC (basic with 0.05% NH4OH) to give 22 mg (44%) of the title compound as a white solid. 1H-NMR (400 MHz, MeOH-d4 δ ppm 8.82 (s, 1H), 8.33 (d, 1H), 8.12 (d, 1H), 7.98 (t, 3H), 7.84 (d, 1H), 7.55 (m, 1H), 4.84 (s, 2H), 4... Reactants: COC1=C(C=C2CC3=C(N(N=C3C=3C=CC(=NC3)C#N)COCC[Si](C)(C)C)C2=C1)OCOCC[Si](C)(C)C (5-(7-methoxy-6-{[2-(trimethylsilyl)ethoxy]methoxy}-1-{[2-(trimethylsilyl)ethoxy]methyl}-1,4-dihydroindeno[1,2-c]pyrazol-3-yl)pyridine-2-carbonitrile), Cl (HCl). Run in CO (MeOH), C(Cl)Cl (CH2Cl2). Yields the product OC=1C=C2CC3=C(N(N=C3C=3C=CC(=NC3)C#N)COCC[Si](C)(C)C)C2=CC1OC (5-(6-hydroxy-7-methoxy-1-{[2-(trimethylsilyl)ethoxy]methyl}-1,4-dihydroindeno[1,2-c]pyrazol-3-yl)pyridine-2-carbonitrile). Yield: 99760.6%. Reaction SMILES: [CH3:1][O:2][C:3]1[CH:30]=[C:29]2[C:6]([CH2:7][C:8]3[C:12]([C:13]4[CH:14]=[CH:15][C:16]([C:19]#[N:20])=[N:17][CH:18]=4)=[N:11][N:10]([CH2:21][O:22][CH2:23][CH2:24][Si:25]([CH3:28])([CH3:27])[CH3:26])[C:9]=32)=[CH:5][C:4]=1[O:31]COCC[Si](C)(C)C.Cl>CO.C(Cl)Cl>[OH:31][C:4]1[CH:5]=[C:6]2[C:29](=[CH:30][C:3]=1[O:2][CH3:1])[C:9]1[N:10]([CH2:21][O:22][CH2:23][CH2:24][Si:25]([CH3:27])([CH3:28])[CH3:26])[N:11]=[C:12]([C:13]3[CH:14]=[CH:15][C:16]([C:19]#[N:20])=[N:17][CH:18]=3)[C:8]=1[CH2:7]2. Reported procedure: A mixture of Example 143E (9.96 g, 0.0176 mmol) and HCl (concentrated, 4.0 mL) in MeOH (200 mL) and CH2Cl2 (100 mL) was stirred at room temperature for 1.5 hours. Most of the solvents were evaporated at room temperature. The residue was extracted with EtOAc, washed with NaHCO3, dried over MgSO4, filtered, concentrated to give 7.63 g (quantitative yield) of the desired product as pale yellow solid. MS (ESI) m/z: 435.2 (M+H)+. Starting materials: O=C([O-])O, CCOC(C)=O, CCO, COC(=O)c1cccc2c([N+](=O)[O-])cccc12, [Na+], O, O, Cl[Sn]Cl. Yields the product COC(=O)c1cccc2c(N)cccc12. As a reaction SMILES: [C:23](=[O:24])([O-:25])[OH:26].[CH3:28][CH2:29][O:30][C:31](=[O:32])[CH3:33].[CH3:34][CH2:35][OH:36].[N+:6]([O-:7])(=[O:8])[c:9]1[c:10]2[cH:11][cH:12][cH:13][c:14]([C:19](=[O:20])[O:21][CH3:22])[c:15]2[cH:16][cH:17][cH:18]1.[Na+:27].[OH2:1].[OH2:2].[Sn:3]([Cl:4])[Cl:5]>>[NH2:6][c:9]1[c:10]2[cH:11][cH:12][cH:13][c:14]([C:19](=[O:20])[O:21][CH3:22])[c:15]2[cH:16][cH:17][cH:18]1. Reactants: C(C)(C)OC(C)C (diisopropyl ether), [K].C1(=CC=CC=C1)CC(=O)N[C@H]1[C@@H]2N(C(=C(CS2)C=2SC=C(N2)CC(=O)O)C(=S)OC(C2=CC=CC=C2)C2=CC=CC=C2)C1=O (benzhydryl 7β-(2-phenylacetamido)-3-(4-carboxymethylthiazol-2-yl)thio-3-cephem-4-carboxylate potassium salt), C1(=CC=CC=C1)OC (anisole), FC(C(=O)O)(F)F (trifluoroacetic acid). Yields the product C1(=CC=CC=C1)CC(=O)N[C@H]1[C@@H]2N(C(=C(CS2)C=2SC=C(N2)CC(=O)O)C(=S)O)C1=O (7β-(2-phenylacetamido)-3-(4-carboxymethylthiazol-2-yl)thio-3-cephem-4-carboxylic acid). Yield: 77.4%. Run at time 1 hour. RXN SMILES: [K].[C:2]1([CH2:8][C:9]([NH:11][C@@H:12]2[C:44](=[O:45])[N:14]3[C:15]([C:28]([O:30]C(C4C=CC=CC=4)C4C=CC=CC=4)=[S:29])=[C:16]([C:19]4[S:20][CH:21]=[C:22]([CH2:24][C:25]([OH:27])=[O:26])[N:23]=4)[CH2:17][S:18][C@H:13]23)=[O:10])[CH:7]=[CH:6][CH:5]=[CH:4][CH:3]=1.C1(OC)C=CC=CC=1.FC(F)(F)C(O)=O.C(OC(C)C)(C)C>ClCCl>[C:2]1([CH2:8][C:9]([NH:11][C@@H:12]2[C:44](=[O:45])[N:14]3[C:15]([C:28]([OH:30])=[S:29])=[C:16]([C:19]4[S:20][CH:21]=[C:22]([CH2:24][C:25]([OH:27])=[O:26])[N:23]=4)[CH2:17][S:18][C@H:13]23)=[O:10])[CH:7]=[CH:6][CH:5]=[CH:4][CH:3]=1 |f:0.1,^1:0|. Procedure details: To a mixture of benzhydryl 7β-(2-phenylacetamido)-3-(4-carboxymethylthiazol-2-yl)thio-3-cephem-4-carboxylate potassium salt (1.10 g), anisole (1.10 ml) and dichloromethane (3.30 ml) was added trifluoroacetic acid (2.20 ml) at 15° C. After stirring at room temperature for 1 hour, the solution was poured into diisopropyl ether. The resulting precipitate was collected by filtration, added to a mixture of tetrahydrofuran and water and adjusted to pH 7.2 with an aqueous sodium bicarbonate. The separa... Run in ClCCl (dichloromethane). Reactants: NC=1C(=CC(=C(C(=O)O)C1)OC)[N+](=O)[O-] (5-amino-2-methoxy-4-nitrobenzoic acid), S(=O)(Cl)Cl (thionyl chloride). The solvent is C1=CC=CC=C1 (benzene). Run at time 30 minute. Product: NC=1C(=CC(=C(C(=O)OC2=CC=CC=C2)C1)OC)[N+](=O)[O-] (Phenyl 5-amino-2-methoxy-4-nitrobenzoate). RXN SMILES: [NH2:1][C:2]1[C:3]([N+:13]([O-:15])=[O:14])=[CH:4][C:5]([O:11][CH3:12])=[C:6]([CH:10]=1)[C:7]([OH:9])=[O:8].S(Cl)(Cl)=O>C1C=CC=CC=1>[NH2:1][C:2]1[C:3]([N+:13]([O-:15])=[O:14])=[CH:4][C:5]([O:11][CH3:12])=[C:6]([CH:10]=1)[C:7]([O:9][C:2]1[CH:3]=[CH:4][CH:5]=[CH:6][CH:10]=1)=[O:8]. Procedure details: To a suspension of 5.55 g of 5-amino-2-methoxy-4-nitrobenzoic acid in 40 ml of benzene was added 40 ml of thionyl chloride, and the mixture was refluxed for 4 hours. Subsequently, an excess amount of the thionyl chloride and the solvent were evaporated, the residue was dissolved in 40 ml of benzene, and then 12.3 g of phenol and 15.3 ml of triethylamine were added under ice cooling. The mixture was stirred under ice cooling for 30 minutes and then at room temperature overnight. To the reaction s... Reactants: C(CC(=O)OC)(=O)OCC1=CC=CC=C1 (benzyl methyl malonate), BrCC(C(=O)OCC)=C (ethyl 2-(bromomethyl)propenoate), [H-].[Na+] (sodium hydride). Solvent: C(C)#N (acetonitrile). The product is title compound, COC(=O)C(C(=O)OCC1=CC=CC=C1)CC(=C)C(=O)OCC (benzyl 2-methoxycarbonyl-4-ethoxycarbonyl-pent-4-enoate). Isolated yield 43.0%. RXN SMILES: [C:1]([O:8][CH2:9][C:10]1[CH:15]=[CH:14][CH:13]=[CH:12][CH:11]=1)(=[O:7])[CH2:2][C:3]([O:5][CH3:6])=[O:4].Br[CH2:17][C:18](=[CH2:24])[C:19]([O:21][CH2:22][CH3:23])=[O:20].[H-].[Na+]>C(#N)C>[CH3:6][O:5][C:3]([CH:2]([CH2:24][C:18]([C:19]([O:21][CH2:22][CH3:23])=[O:20])=[CH2:17])[C:1]([O:8][CH2:9][C:10]1[CH:11]=[CH:12][CH:13]=[CH:14][CH:15]=1)=[O:7])=[O:4] |f:2.3|. Procedure: The title compound was prepared stepwise. In the first step, benzyl methyl malonate was reacted with an equimolar amount of ethyl 2-(bromomethyl)propenoate and sodium hydride in acetonitrile to give the product, benzyl 2-methoxycarbonyl-4-ethoxycarbonyl-pent-4-enoate, in 43% yield [1H-NMR (CDCl3) δ(ppm): 1.28 (t, 3H); 2.92 (d, 2H); 3.60 (s, 3H); 3.83 (t, 1H); 4.20 (q, 2H); 5.17 (s, 2H); 5.58 (s,1H); 6.18 (s, 1H) and 7.32 (m, 5H)]. In the second step, to a cooled suspension of sodium hydride (0.3...